From a dataset of the Open Reaction Database (ORD), a public repository of structured organic reaction records. describe an organic reaction: reactants, conditions, products, and yield Reactants: Cl (hydrochloric acid), COC1=C(C=CC=C1)C1=NN(C2=NC=C(C=C21)B2OC(C(O2)(C)C)(C)C)COCC[Si](C)(C)C (3-(2-methoxy-phenyl)-5-(4,4,5,5-tetramethyl-[1,3,2]dioxaborolan-2-yl)-1-(2-trimethylsilanyl-ethoxymethyl)-1H-pyrazolo[3,4-b]pyridine), BrC=1C=C(C=CC1)C(C(=O)O)N(C)C(=O)OC(C)(C)C ((3-Bromo-phenyl)-(tert-butoxycarbonyl-methyl-amino)-acetic acid), C([O-])([O-])=O.[Na+].[Na+] (sodium carbonate). Reported procedure: To a mixture of 3-(2-methoxy-phenyl)-5-(4,4,5,5-tetramethyl-[1,3,2]dioxaborolan-2-yl)-1-(2-trimethylsilanyl-ethoxymethyl)-1H-pyrazolo[3,4-b]pyridine (0.545 g, 1.1 mmol) and (3-Bromo-phenyl)-(tert-butoxycarbonyl-methyl-amino)-acetic acid (0.39 g, 1.1 mmol) in a 20 mL microwave reaction flask was added THF (3 mL), acetonitrile (3 mL), and sodium carbonate (1 N in water, 3 mL, 6 mmol). The resulting suspension was purged with nitrogen for 1 minute. Dichloro[1,1′-bis(diphenylphoshino)ferrocene]palla... Isolated yield 72.0%. The product is C(C)(C)(C)OC(=O)N(C)C(C(=O)O)C1=CC(=CC=C1)C=1C=C2C(=NC1)N(N=C2C2=C(C=CC=C2)OC)COCC[Si](C)(C)C ((tert-butoxycarbonyl-methyl-amino)-{3-[3-(2-methoxy-phenyl)-1-(2-trimethylsilanyl-ethoxymethyl)-1H-pyrazolo[3,4-b]pyridin-5-yl]-phenyl}-acetic acid), solid. Reagents/catalysts: C1=CC=C(C=C1)[PH+](C2=CC=CC=C2)[C]3[CH][CH][CH][CH]3.C1=CC=C(C=C1)[PH+](C2=CC=CC=C2)[C]3[CH][CH][CH][CH]3.C(Cl)Cl.Cl[Pd]Cl.[Fe] (Dichloro[1,1′-bis(diphenylphoshino)ferrocene]palladium(II) dichloromethane adduct). RXN SMILES: [CH3:1][O:2][C:3]1[CH:8]=[CH:7][CH:6]=[CH:5][C:4]=1[C:9]1[C:17]2[C:12](=[N:13][CH:14]=[C:15](B3OC(C)(C)C(C)(C)O3)[CH:16]=2)[N:11]([CH2:27][O:28][CH2:29][CH2:30][Si:31]([CH3:34])([CH3:33])[CH3:32])[N:10]=1.Br[C:36]1[CH:37]=[C:38]([CH:42]([N:46]([C:48]([O:50][C:51]([CH3:54])([CH3:53])[CH3:52])=[O:49])[CH3:47])[C:43]([OH:45])=[O:44])[CH:39]=[CH:40][CH:41]=1.C(=O)([O-])[O-].[Na+].[Na+].Cl>C1C=CC([PH+]([C]2[CH][CH][CH][CH]2)C2C=CC=CC=2)=CC=1.C1C=CC([PH+]([C]2[CH][CH][CH][CH]2)C2C=CC=CC=2)=CC=1.C(Cl)Cl.Cl[Pd]Cl.[Fe].C(#N)C.C1COCC1>[C:51]([O:50][C:48]([N:46]([CH:42]([C:38]1[CH:37]=[CH:36][CH:41]=[C:40]([C:15]2[CH:16]=[C:17]3[C:9]([C:4]4[CH:5]=[CH:6][CH:7]=[CH:8][C:3]=4[O:2][CH3:1])=[N:10][N:11]([CH2:27][O:28][CH2:29][CH2:30][Si:31]([CH3:33])([CH3:34])[CH3:32])[C:12]3=[N:13][CH:14]=2)[CH:39]=1)[C:43]([OH:45])=[O:44])[CH3:47])=[O:49])([CH3:54])([CH3:52])[CH3:53] |f:2.3.4,6.7.8.9.10,^1:66,67,68,69,70,84,85,86,87,88|. The solvent is C(C)#N (acetonitrile), C1CCOC1 (THF). The reactants are C(C)(=O)[O-] (acetate), O[C@H](C(=O)OC)C1=C2N3CCC(OCCCC[C@@H](OC=4C=CC(=CC4C4=CC=CC(C5=NN2C(N=C1C)=C5)=C4)C)C)(CC3)C (methyl (2S)-2-hydroxy-2-[(22S)-4,17,22,28-tetramethyl-21,27-dioxa-1,5,7,8-tetraazahexacyclo[26.2.2.16,9.110,14.02,7.015,20]tetratriaconta-2,4,6(34),8,10(33),11,13,15(20),16,18-decaen-3-yl]acetate), C(C)(=O)OC(C)(C)CC (tert-pentyl acetate), Cl(=O)(=O)(=O)O (perchloric acid). The solvent is C(Cl)Cl (DCM), C(Cl)Cl (DCM). Run at time 3 hour. Product: CC(C)(CC)O[C@H](C(=O)OC)C1=C2N3CCC(OCCCC[C@@H](OC=4C=CC(=CC4C4=CC=CC(C5=NN2C(N=C1C)=C5)=C4)C)C)(CC3)C (methyl (25)-2-[(2-methylbutan-2-yl)oxy]-2-[(22S)-4,17,22,28-tetramethyl-21,27-dioxa-1,5,7,8-tetraazahexacyclo[26.2.2.16,9.110,14.02,7.015,20]tetratriaconta-2,4,6(34),8,10(33),11,13,15(20),16,18-decaen-3-yl]acetate). Yield: 17.9%. Reaction SMILES: C([O-])(=O)C.[OH:5][C@@H:6]([C:11]1[C:40]([CH3:41])=[N:39][C:38]2=[CH:42][C:35]3=[N:36][N:37]2[C:12]=1[N:13]1[CH2:47][CH2:46][C:16]([CH3:48])([O:17][CH2:18][CH2:19][CH2:20][CH2:21][C@H:22]([CH3:45])[O:23][C:24]2[CH:25]=[CH:26][C:27]([CH3:44])=[CH:28][C:29]=2[C:30]2[CH:43]=[C:34]3[CH:33]=[CH:32][CH:31]=2)[CH2:15][CH2:14]1)[C:7]([O:9][CH3:10])=[O:8].C(O[C:53]([CH2:56][CH3:57])([CH3:55])[CH3:54])(=O)C.Cl(O)(=O)(=O)=O>C(Cl)Cl>[CH3:54][C:53]([O:5][C@@H:6]([C:11]1[C:40]([CH3:41])=[N:39][C:38]2=[CH:42][C:35]3=[N:36][N:37]2[C:12]=1[N:13]1[CH2:47][CH2:46][C:16]([CH3:48])([O:17][CH2:18][CH2:19][CH2:20][CH2:21][C@H:22]([CH3:45])[O:23][C:24]2[CH:25]=[CH:26][C:27]([CH3:44])=[CH:28][C:29]=2[C:30]2[CH:43]=[C:34]3[CH:33]=[CH:32][CH:31]=2)[CH2:15][CH2:14]1)[C:7]([O:9][CH3:10])=[O:8])([CH2:56][CH3:57])[CH3:55]. Procedure details: Methyl (2S)-2-[(2-methylbutan-2-yl)oxy 1-24(228)-4,17,22,28-tetramethyl-21,27-dioxa-1,5,7,8-tetraazahexacyclo[26.2.2.16,9.110,14.02,7.015,20]tetratriaconta-2,4,6(34),8,10(33), 11, 13, 15 (20),16,18-decaen-3-yl]acetate: To a stirred solution of methyl (2S)-2-hydroxy-2-[(22S)-4,17,22,28-tetramethyl-21,27-dioxa-1,5,7,8-tetraazahexacyclo[26.2.2.16,9.110,14.02,7.015,20]tetratriaconta-2,4,6(34),8,10(33),11,13,15(20),16,18-decaen-3-yl]acetate (50 mg, 0.084 mmol) in DCM (2 mL) and tert-pentyl acetate (0...